This data is from the Open Reaction Database (ORD), a public repository of structured organic reaction records. The task is: describe an organic reaction: reactants, conditions, products, and yield Starting materials: BrC1=C(C(=CC=C1)C(F)(F)F)C (1-bromo-2-methyl-3-(trifluoromethyl)benzene), C1CC(=O)N(C1=O)Br (NBS), C(C1=CC=CC=C1)(=O)OOC(C1=CC=CC=C1)=O (benzoyl peroxide). The solvent is C(Cl)(Cl)(Cl)Cl (CCl4). Yields the product BrC1=C(C(=CC=C1)C(F)(F)F)CBr (1-bromo-2-(bromomethyl)-3-(trifluoromethyl)benzene). Yield: 99.0%. RXN SMILES: [Br:1][C:2]1[CH:7]=[CH:6][CH:5]=[C:4]([C:8]([F:11])([F:10])[F:9])[C:3]=1[CH3:12].C1C(=O)N([Br:20])C(=O)C1.C(OOC(=O)C1C=CC=CC=1)(=O)C1C=CC=CC=1>C(Cl)(Cl)(Cl)Cl>[Br:1][C:2]1[CH:7]=[CH:6][CH:5]=[C:4]([C:8]([F:9])([F:10])[F:11])[C:3]=1[CH2:12][Br:20]. Procedure details: To a solution of 1-bromo-2-methyl-3-(trifluoromethyl)benzene (CXXVII) (5.7 g, 23.86 mmol) in CCl4 (50 mL) was added NBS (4.24 g, 23.86 mmol) and a catalytic amount of benzoyl peroxide. The reaction mixture was gently refluxed for 1 h. The reaction mixture was cooled to room temperature and the precipitate was removed by filtration. The solution was concentrated under reduced pressure and the crude product was dissolved in hexane and additional precipitate was removed by filtration. The filtrate ... Reactants: C1CCOC1, COc1cccc2cc(C)cnc12, CCO, CCCCCC, Cc1ccccc1, [Li]c1ccccc1. Product: COc1cccc2cc(C)c(-c3ccccc3)nc12. RXN SMILES: [CH2:1]1[O:2][CH2:3][CH2:4][CH2:5]1.[CH3:13][c:14]1[cH:15][n:16][c:17]2[c:18]([O:24][CH3:25])[cH:19][cH:20][cH:21][c:22]2[cH:23]1.[CH3:26][CH2:27][OH:28].[CH3:29][CH2:30][CH2:31][CH2:32][CH2:33][CH3:34].[CH3:35][c:36]1[cH:37][cH:38][cH:39][cH:40][cH:41]1.[Li:6][c:7]1[cH:8][cH:9][cH:10][cH:11][cH:12]1>>[c:7]1(-[c:15]2[c:14]([CH3:13])[cH:23][c:22]3[c:17]([n:16]2)[c:18]([O:24][CH3:25])[cH:19][cH:20][cH:21]3)[cH:8][cH:9][cH:10][cH:11][cH:12]1. Reactants: CCOC(C)=O, CCOC(C)=O, CCCCCC, O=[N+]([O-])c1ccccc1OC(Cl)=CCl, [H][H]. Yields the product Nc1ccccc1OC(Cl)=CCl. Reaction SMILES: [C:29]([O:30][CH2:31][CH3:32])(=[O:33])[CH3:34].[CH3:17][CH2:18][O:19][C:20](=[O:21])[CH3:22].[CH3:23][CH2:24][CH2:25][CH2:26][CH2:27][CH3:28].[Cl:1][C:2](=[CH:3][Cl:4])[O:5][c:6]1[c:7]([N+:12]([O-:13])=[O:14])[cH:8][cH:9][cH:10][cH:11]1.[H:15][H:16]>>[Cl:1][C:2](=[CH:3][Cl:4])[O:5][c:6]1[c:7]([NH2:12])[cH:8][cH:9][cH:10][cH:11]1. The reactants are [Al+3], C1CCOC1, [H-], [H-], [H-], [H-], [Li+], COc1ccc(N(C=O)CC23CCCN2CCC3)c2ccccc12, O. Product: COc1ccc(NCC23CCCN2CCC3)c2ccccc12. RXN SMILES: [Al+3:2].[CH2:32]1[O:33][CH2:34][CH2:35][CH2:36]1.[H-:1].[H-:4].[H-:5].[H-:6].[Li+:3].[N:7]12[CH2:8][CH2:9][CH2:10][C:11]1([CH2:15][N:16]([CH:17]=[O:18])[c:19]1[cH:20][cH:21][c:22]([O:29][CH3:30])[c:23]3[cH:24][cH:25][cH:26][cH:27][c:28]13)[CH2:12][CH2:13][CH2:14]2.[OH2:31]>>[N:7]12[CH2:8][CH2:9][CH2:10][C:11]1([CH2:15][NH:16][c:19]1[cH:20][cH:21][c:22]([O:29][CH3:30])[c:23]3[cH:24][cH:25][cH:26][cH:27][c:28]13)[CH2:12][CH2:13][CH2:14]2.